describe an organic reaction: reactants, conditions, products, and yield From a dataset of the Open Reaction Database (ORD), a public repository of structured organic reaction records. Starting materials: CCN(C(C)C)C(C)C, CC(C)O, Cc1c[nH]c2ncnc(Cl)c12, O=C(Cc1cccc([N+](=O)[O-])c1)N1CCNCC1. Yields the product Cc1c[nH]c2ncnc(N3CCN(C(=O)Cc4cccc([N+](=O)[O-])c4)CC3)c12. As a reaction SMILES: [CH:30]([N:31]([CH:32]([CH3:33])[CH3:34])[CH2:35][CH3:36])([CH3:37])[CH3:38].[CH:39]([OH:40])([CH3:41])[CH3:42].[Cl:19][c:20]1[c:21]2[c:22]([n:23][cH:24][n:25]1)[nH:26][cH:27][c:28]2[CH3:29].[N+:1](=[O:2])([O-:3])[c:4]1[cH:5][c:6]([CH2:10][C:11](=[O:12])[N:13]2[CH2:14][CH2:15][NH:16][CH2:17][CH2:18]2)[cH:7][cH:8][cH:9]1>>[N+:1](=[O:2])([O-:3])[c:4]1[cH:5][c:6]([CH2:10][C:11](=[O:12])[N:13]2[CH2:14][CH2:15][N:16]([c:20]3[c:21]4[c:22]([n:23][cH:24][n:25]3)[nH:26][cH:27][c:28]4[CH3:29])[CH2:17][CH2:18]2)[cH:7][cH:8][cH:9]1. Reported procedure: NaH (1.1 equivalents) is added to a solution of 4-hydroxyindole (1.0 equivalent) in NMP. The resulting mixture is stirred for 2 hours at room temperature. 2-Chloro-5-nitropyridine (1.1 equivalents) is added and the solution is heated to 100° C. for 2 hours. The solution is cooled and poured into water. The aqueous layer is extracted with EtOAc three times. The organic layers are combined and concentrated to yield the title compound. RXN SMILES: [H-].[Na+].[OH:3][C:4]1[CH:12]=[CH:11][CH:10]=[C:9]2[C:5]=1[CH:6]=[CH:7][NH:8]2.Cl[C:14]1[CH:19]=[CH:18][C:17]([N+:20]([O-:22])=[O:21])=[CH:16][N:15]=1.O>CN1C(=O)CCC1>[N+:20]([C:17]1[CH:18]=[CH:19][C:14]([O:3][C:4]2[CH:12]=[CH:11][CH:10]=[C:9]3[C:5]=2[CH:6]=[CH:7][NH:8]3)=[N:15][CH:16]=1)([O-:22])=[O:21] |f:0.1|. Product: [N+](=O)([O-])C=1C=CC(=NC1)OC1=C2C=CNC2=CC=C1 (4-(5-Nitropyridin-2-yloxy)-1H-indole). Reaction conditions: time 2 hour. Solvent: CN1CCCC1=O (NMP). The reactants are O (water), [H-].[Na+] (NaH), OC1=C2C=CNC2=CC=C1 (4-hydroxyindole), ClC1=NC=C(C=C1)[N+](=O)[O-] (2-Chloro-5-nitropyridine). Starting materials: C(#N)C1=C(OC2=C(C#N)C(=CC=C2)OC2=C(C(=CC=C2)F)C#N)C=CC=C1F (2,6-bis(2-cyano-3-fluorophenoxy)benzonitrile), NC1=CC=C(C=C1)O (4-aminophenol), C([O-])([O-])=O.[K+].[K+] (potassium carbonate). The solvent is CN1CCCC1=O (NMP). The product is NC1=CC=C(OC=2C(=C(OC3=C(C#N)C(=CC=C3)OC3=C(C(=CC=C3)OC3=CC=C(C=C3)N)C#N)C=CC2)C#N)C=C1 (2,6-bis[3-(4-aminophenoxy)-2-cyanophenoxy]benzonitrile), beige solid. The yield is 51.5%. Reaction SMILES: [C:1]([C:3]1[C:27](F)=[CH:26][CH:25]=[CH:24][C:4]=1[O:5][C:6]1[CH:13]=[CH:12][CH:11]=[C:10]([O:14][C:15]2[CH:20]=[CH:19][CH:18]=[C:17](F)[C:16]=2[C:22]#[N:23])[C:7]=1[C:8]#[N:9])#[N:2].[NH2:29][C:30]1[CH:35]=[CH:34][C:33]([OH:36])=[CH:32][CH:31]=1.[C:37](=[O:40])([O-])[O-].[K+].[K+]>CN1C(=O)CCC1>[NH2:29][C:30]1[CH:35]=[CH:34][C:33]([O:36][C:17]2[C:16]([C:22]#[N:23])=[C:15]([CH:20]=[CH:19][CH:18]=2)[O:14][C:10]2[CH:11]=[CH:12][CH:13]=[C:6]([O:5][C:4]3[CH:24]=[CH:25][CH:26]=[C:27]([O:40][C:37]4[CH:34]=[CH:35][C:30]([NH2:29])=[CH:31][CH:32]=4)[C:3]=3[C:1]#[N:2])[C:7]=2[C:8]#[N:9])=[CH:32][CH:31]=1 |f:2.3.4|. Procedure: 2,6-bis[3-(4-aminophenoxy)-2-cyanophenoxy]benzonitrile (p,p-3CN; 6b in FIG. 1) was prepared from 2,6-bis(2-cyano-3-fluorophenoxy)benzonitrile (2.00 g, 5.4 mmol), 4-aminophenol (1.29 g, 11.8 mmol), potassium carbonate (1.78 g, 12.9 mmol), and NMP (32 mL) using the same procedure as Example 3 to obtain 1.52 g (51.5%) of beige solid, m.p. 242.6-243.8° C. (dec.). 1H-NMR (DMSO-d6): 5.18 (s, 4H, Ar—H), 6.57-6.65 (m, 6H, Ar—H), 6.88-6.92 (m, 2H, Ar—H), 7.58-7.61 (t, 2H, Ar—H), 7.77-7.80 (t, 1H, Ar—H). ... Starting materials: Oc1ccc(Br)cc1, CCCCP(CCCC)CCCC, CCCCCCC(O)c1ccc(C(=O)OC)cc1, Cc1ccccc1, O=C(N=NC(=O)N1CCCCC1)N1CCCCC1. Yields the product CCCCCCC(Oc1ccc(Br)cc1)c1ccc(C(=O)OC)cc1. RXN SMILES: [Br:50][c:51]1[cH:52][cH:53][c:54]([OH:57])[cH:55][cH:56]1.[CH2:37]([P:38]([CH2:39][CH2:40][CH2:41][CH3:42])[CH2:43][CH2:44][CH2:45][CH3:46])[CH2:47][CH2:48][CH3:49].[CH3:1][O:2][C:3]([c:4]1[cH:5][cH:6][c:7]([CH:10]([CH2:11][CH2:12][CH2:13][CH2:14][CH2:15][CH3:16])[OH:17])[cH:8][cH:9]1)=[O:18].[CH3:58][c:59]1[cH:60][cH:61][cH:62][cH:63][cH:64]1.[N:19]([C:20]([N:21]1[CH2:22][CH2:23][CH2:24][CH2:25][CH2:26]1)=[O:27])=[N:28][C:29]([N:30]1[CH2:31][CH2:32][CH2:33][CH2:34][CH2:35]1)=[O:36]>>[CH3:1][O:2][C:3]([c:4]1[cH:5][cH:6][c:7]([CH:10]([CH2:11][CH2:12][CH2:13][CH2:14][CH2:15][CH3:16])[O:17][c:54]2[cH:53][cH:52][c:51]([Br:50])[cH:56][cH:55]2)[cH:8][cH:9]1)=[O:18].